This data is from the Open Reaction Database (ORD), a public repository of structured organic reaction records. The task is: describe an organic reaction: reactants, conditions, products, and yield The reactants are ClCCl, CC(=CC1=C(C(=O)OC(c2ccccc2)c2ccccc2)N2C(=O)C(NC(=O)OC(C)(C)C)C2SC1)Sc1nnc(C)s1, O=C(OO)c1cccc(Cl)c1. Product: CC(=CC1=C(C(=O)OC(c2ccccc2)c2ccccc2)N2C(=O)C(NC(=O)OC(C)(C)C)C2S(=O)C1)Sc1nnc(C)s1. Reaction SMILES: [CH2:55]([Cl:56])[Cl:57].[CH:1]([c:2]1[cH:3][cH:4][cH:5][cH:6][cH:7]1)([c:8]1[cH:9][cH:10][cH:11][cH:12][cH:13]1)[O:14][C:15](=[O:16])[C:17]1=[C:24]([CH:25]=[C:26]([CH3:27])[S:28][c:29]2[n:30][n:31][c:32]([CH3:34])[s:33]2)[CH2:23][S:22][CH:21]2[N:18]1[C:19](=[O:43])[CH:20]2[NH:35][C:36](=[O:37])[O:38][C:39]([CH3:40])([CH3:41])[CH3:42].[Cl:44][c:45]1[cH:46][cH:47][cH:48][c:49]([C:50]([O:51][OH:53])=[O:52])[cH:54]1>>[CH:1]([c:2]1[cH:3][cH:4][cH:5][cH:6][cH:7]1)([c:8]1[cH:9][cH:10][cH:11][cH:12][cH:13]1)[O:14][C:15](=[O:16])[C:17]1=[C:24]([CH:25]=[C:26]([CH3:27])[S:28][c:29]2[n:30][n:31][c:32]([CH3:34])[s:33]2)[CH2:23][S:22](=[O:52])[CH:21]2[N:18]1[C:19](=[O:43])[CH:20]2[NH:35][C:36](=[O:37])[O:38][C:39]([CH3:40])([CH3:41])[CH3:42]. The reactants are O=C([O-])[O-], CC(C)CCBr, [Cu], [K+], [K+], CN(C)C=O, COC(=O)CCCc1ccc(O)c(-c2cc(CCCC(=O)OC)ccc2O)c1. The product is COC(=O)CCCc1ccc(O)c(-c2cc(CCCC(=O)OC)ccc2OCCC(C)C)c1. RXN SMILES: [C:35](=[O:36])([O-:37])[O-:38].[CH2:29]([CH2:30][CH:31]([CH3:32])[CH3:33])[Br:34].[Cu:41].[K+:39].[K+:40].[O:42]=[CH:43][N:44]([CH3:45])[CH3:46].[OH:1][c:2]1[c:3](-[c:15]2[c:16]([OH:28])[cH:17][cH:18][c:19]([CH2:21][CH2:22][CH2:23][C:24](=[O:25])[O:26][CH3:27])[cH:20]2)[cH:4][c:5]([CH2:8][CH2:9][CH2:10][C:11](=[O:12])[O:13][CH3:14])[cH:6][cH:7]1>>[O:1]([c:2]1[c:3](-[c:15]2[c:16]([OH:28])[cH:17][cH:18][c:19]([CH2:21][CH2:22][CH2:23][C:24](=[O:25])[O:26][CH3:27])[cH:20]2)[cH:4][c:5]([CH2:8][CH2:9][CH2:10][C:11](=[O:12])[O:13][CH3:14])[cH:6][cH:7]1)[CH2:29][CH2:30][CH:31]([CH3:32])[CH3:33]. Reactants: O=C1NCCC1N1N=C(C=CC1=O)C=1C(=NN2C1C=CC=C2)C2=CC=CC=C2 (3-[2-(2-oxopyrrolidin-3-yl)-3-oxo-2,3-dihydropyridazin-6-yl]-2-phenylpyrazolo[1,5-a]pyridine), [H-].[Na+] (sodium hydride), oil, BrCC(=O)OCC (ethyl 2-bromoacetate), O (water). Run in CN(C=O)C (N,N-dimethylformamide). Conditions: time 30 minute. Yields the product C(C)OC(=O)CN1C(C(CC1)N1N=C(C=CC1=O)C=1C(=NN2C1C=CC=C2)C2=CC=CC=C2)=O (3-[2-(1-ethoxycarbonylmethyl-2-oxopyrrolidin-3-yl)-3-oxo-2,3-dihydropyridazin-6-yl]-2-phenylpyrazolo[1,5-a]pyridine). As a reaction SMILES: [O:1]=[C:2]1[CH:6]([N:7]2[C:12](=[O:13])[CH:11]=[CH:10][C:9]([C:14]3[C:15]([C:23]4[CH:28]=[CH:27][CH:26]=[CH:25][CH:24]=4)=[N:16][N:17]4[CH:22]=[CH:21][CH:20]=[CH:19][C:18]=34)=[N:8]2)[CH2:5][CH2:4][NH:3]1.[H-].[Na+].Br[CH2:32][C:33]([O:35][CH2:36][CH3:37])=[O:34].O>CN(C)C=O>[CH2:36]([O:35][C:33]([CH2:32][N:3]1[CH2:4][CH2:5][CH:6]([N:7]2[C:12](=[O:13])[CH:11]=[CH:10][C:9]([C:14]3[C:15]([C:23]4[CH:28]=[CH:27][CH:26]=[CH:25][CH:24]=4)=[N:16][N:17]4[CH:22]=[CH:21][CH:20]=[CH:19][C:18]=34)=[N:8]2)[C:2]1=[O:1])=[O:34])[CH3:37] |f:1.2|. Procedure: To a solution of 3-[2-(2-oxopyrrolidin-3-yl)-3-oxo-2,3-dihydropyridazin-6-yl]-2-phenylpyrazolo[1,5-a]pyridine (740 mg) in N,N-dimethylformamide (5 ml) was added 60% sodium hydride in mineral oil (120 mg) at 0° C. After the mixture was stirred for 30 minutes, to this was added ethyl 2-bromoacetate (0.22 ml). After the reaction mixture was stirred at 0° C. for 1 hour, it was poured into water and extracted with ethyl acetate. The extract was washed with brine, dried over anhydrous sodium sulfate, ...